From a dataset of the Open Reaction Database (ORD), a public repository of structured organic reaction records. describe an organic reaction: reactants, conditions, products, and yield Starting materials: C(C1=CC=CC=C1)OC1=CC=C2C=CNC2=C1 (6-benzyloxyindole), [OH-].[Na+] (caustic soda), C1(=CC=CC=C1)C (toluene), COS(=O)(=O)[O-] (methylsulphate). The reagents and catalysts are S(=O)(=O)(O)[O-].C(CCC)[N+](CCCC)(CCCC)CCCC (tetrabutylammonium hydrogensulphate). Solvent: O (water), O (water). Yields the product C(C1=CC=CC=C1)OC1=CC=C2C=CN(C2=C1)C (6-benzyloxy-1-methylindole). Reaction SMILES: [OH-].[Na+].[C:3]1(C)C=CC=CC=1.COS([O-])(=O)=O.[CH2:16]([O:23][C:24]1[CH:32]=[C:31]2[C:27]([CH:28]=[CH:29][NH:30]2)=[CH:26][CH:25]=1)[C:17]1[CH:22]=[CH:21][CH:20]=[CH:19][CH:18]=1>O.S([O-])(O)(=O)=O.C([N+](CCCC)(CCCC)CCCC)CCC>[CH2:16]([O:23][C:24]1[CH:32]=[C:31]2[C:27]([CH:28]=[CH:29][N:30]2[CH3:3])=[CH:26][CH:25]=1)[C:17]1[CH:18]=[CH:19][CH:20]=[CH:21][CH:22]=1 |f:0.1,6.7|. Reported procedure: To 125 g of caustic soda in pellets in 125 ml water are added 300 ml toluene, 50 ml methylsulphate and 7.36 g tetrabutylammonium hydrogensulphate, then, with stirring, 0.33 mole (73.6 g) 6-benzyloxyindole. Stirring is maintained for 15 minutes after the end of the evolution of heat. The reaction medium is diluted with two volumes of water. After separation of the organic phase the aqueous phase is extracted with toluene. After washing the organic phases with water and drying them, the desired pr... Reactants: C(C)(C)C (H−tBu), BrC1=C(C=C(C(=O)Cl)C=C1)C (4-bromo-3-methylbenzoyl chloride), [K] (potassium), [O-]CCCC (butoxide). Solvent: C1CCOC1 (THF), C1CCOC1 (THF). Run at time 30 minute. The product is BrC1=C(C=C(C(=O)OC(C)(C)C)C=C1)C (tert-butyl 4-bromo-3-methylbenzoate). The yield is 96.0%. As a reaction SMILES: [Br:1][C:2]1[CH:10]=[CH:9][C:5]([C:6](Cl)=[O:7])=[CH:4][C:3]=1[CH3:11].[K].[O-:13]CCCC.[CH:18]([CH3:21])([CH3:20])[CH3:19]>C1COCC1>[Br:1][C:2]1[CH:10]=[CH:9][C:5]([C:6]([O:13][C:18]([CH3:21])([CH3:20])[CH3:19])=[O:7])=[CH:4][C:3]=1[CH3:11] |^1:11|. Procedure: To a solution of the above 4-bromo-3-methylbenzoyl chloride residue in THF (100 mL), a solution of potassium ten-butoxide (6.0 g, 53.5 mmol) in THF (60 mL) was added dropwise at 0° C. under nitrogen. The mixture was stirred at room temperature for 30 min. The reaction mixture was poured into ice-cold water and extracted with ethyl acetate. The organic layer was washed with water and brine and dried over Na2SO4. The compound was purified by silica column chromatography using heptane and ethyl ace... Starting materials: CC(=O)Cl, CO, Cl, Nc1cc(C(F)(F)F)no1, [Na+], [OH-], O, c1ccncc1, c1ccccc1. The product is CC(=O)Nc1cc(C(F)(F)F)no1. Reaction SMILES: [CH3:17][C:18]([Cl:19])=[O:20].[CH3:24][OH:25].[ClH:23].[F:7][C:8]([c:9]1[n:10][o:11][c:12]([NH2:14])[cH:13]1)([F:15])[F:16].[Na+:22].[OH-:21].[OH2:32].[cH:1]1[cH:2][cH:3][n:4][cH:5][cH:6]1.[cH:26]1[cH:27][cH:28][cH:29][cH:30][cH:31]1>>[F:7][C:8]([c:9]1[n:10][o:11][c:12]([NH:14][C:18]([CH3:17])=[O:20])[cH:13]1)([F:15])[F:16]. The reactants are COC1=C(C=CC=C1)C1=NN(C2=NC=C(C=C21)C=2C=C(C=O)C=CC2)COCC[Si](C)(C)C (3-[3-(2-Methoxy-phenyl)-1-(2-trimethylsilanyl-ethoxymethyl)-1H-pyrazolo[3,4-b]pyridin-5-yl]-benzaldehyde), N1CCCC1 (Pyrrolidine), sodium trioxyacetylborohydride, Cl(=O)(=O)(=O)[O-] (perchlorate). Run in CC(=O)O (AcOH), C(C)(=O)O (acetic acid). Conditions: time 30 minute. Yields the product COC1=C(C=CC=C1)C1=NNC2=NC=C(C=C21)C2=CC(=CC=C2)CN2CCCC2 (3-(2-Methoxy-phenyl)-5-(3-pyrrolidin-1-ylmethyl-phenyl)-1H-pyrazolo[3,4-b]pyridine). Isolated yield 44.2%. As a reaction SMILES: [CH3:1][O:2][C:3]1[CH:8]=[CH:7][CH:6]=[CH:5][C:4]=1[C:9]1[C:17]2[C:12](=[N:13][CH:14]=[C:15]([C:18]3[CH:19]=[C:20]([CH:23]=[CH:24][CH:25]=3)[CH:21]=O)[CH:16]=2)[N:11](COCC[Si](C)(C)C)[N:10]=1.[NH:34]1[CH2:38][CH2:37][CH2:36][CH2:35]1.Cl([O-])(=O)(=O)=O>C(O)(=O)C>[CH3:1][O:2][C:3]1[CH:8]=[CH:7][CH:6]=[CH:5][C:4]=1[C:9]1[C:17]2[C:12](=[N:13][CH:14]=[C:15]([C:18]3[CH:25]=[CH:24][CH:23]=[C:20]([CH2:21][N:34]4[CH2:38][CH2:37][CH2:36][CH2:35]4)[CH:19]=3)[CH:16]=2)[NH:11][N:10]=1. Procedure details: To a solution of 3-[3-(2-Methoxy-phenyl)-1-(2-trimethylsilanyl-ethoxymethyl)-1H-pyrazolo[3,4-b]pyridin-5-yl]-benzaldehyde (23 mg, 0.050 mmol) and Pyrrolidine (5 ul, 0.082 mmol) in 1.5 ml dichloethane was added 3 ul of AcOH. The mixture was stirred at room temperature for 30 mins, and then to the mixture was added sodium trioxyacetylborohydride (22 mg, 0.10 mmol) in one portion. The reaction was continued at room temperature for another 2 hrs the mixture was then concentrated to yield the SEM pro... Starting materials: O=C([O-])[O-], O=C(CCCCCCCBr)NOCc1ccccc1, [K+], [K+], CN(C)C=O, O=C1c2ccccc2-c2ccc(O)cc21. Product: O=C(CCCCCCCOc1ccc2c(c1)C(=O)c1ccccc1-2)NOCc1ccccc1. RXN SMILES: [C:35](=[O:36])([O-:37])[O-:38].[CH2:1]([c:2]1[cH:3][cH:4][cH:5][cH:6][cH:7]1)[O:8][NH:9][C:10]([CH2:11][CH2:12][CH2:13][CH2:14][CH2:15][CH2:16][CH2:17][Br:18])=[O:19].[K+:39].[K+:40].[O:41]=[CH:42][N:43]([CH3:44])[CH3:45].[OH:20][c:21]1[cH:22][c:23]2[c:31]([cH:32][cH:33]1)-[c:30]1[c:25]([cH:26][cH:27][cH:28][cH:29]1)[C:24]2=[O:34]>>[CH2:1]([c:2]1[cH:3][cH:4][cH:5][cH:6][cH:7]1)[O:8][NH:9][C:10]([CH2:11][CH2:12][CH2:13][CH2:14][CH2:15][CH2:16][CH2:17][O:20][c:21]1[cH:22][c:23]2[c:31]([cH:32][cH:33]1)-[c:30]1[c:25]([cH:26][cH:27][cH:28][cH:29]1)[C:24]2=[O:34])=[O:19]. The reactants are [Al+3], Brc1ccccc1, CC1(C)CC(=O)OC1=O, [Cl-], [Cl-], [Cl-], CC(Cl)Cl. Yields the product CC(C)(CC(=O)c1ccc(Br)cc1)C(=O)O. Reaction SMILES: [Al+3:20].[Br:1][c:2]1[cH:3][cH:4][cH:5][cH:6][cH:7]1.[CH3:8][C:9]1([CH3:16])[C:10](=[O:15])[O:11][C:12](=[O:14])[CH2:13]1.[Cl-:17].[Cl-:18].[Cl-:19].[Cl:21][CH:22]([Cl:23])[CH3:24]>>[Br:1][c:2]1[cH:3][cH:4][c:5]([C:12]([CH2:13][C:9]([CH3:8])([C:10](=[O:11])[OH:15])[CH3:16])=[O:14])[cH:6][cH:7]1.